Dataset: the Open Reaction Database (ORD), a public repository of structured organic reaction records. Task: describe an organic reaction: reactants, conditions, products, and yield Reactants: ClC1=CC=C2C=CC(=NC2=C1)C1C(C1)C=1C=C(C=CC1)C1OCCO1 (2-(3-(2-(7-chloroquinolin-2-yl)cyclopropyl)phenyl)1,3-dioxolane), NH4OAc, CCOC(=O)C (EtOAc). As a reaction SMILES: [Cl:1][C:2]1[CH:11]=[C:10]2[C:5]([CH:6]=[CH:7][C:8]([CH:12]3[CH2:14][CH:13]3[C:15]3[CH:16]=[C:17]([CH:21]4OCC[O:22]4)[CH:18]=[CH:19][CH:20]=3)=[N:9]2)=[CH:4][CH:3]=1.CCOC(C)=O>C1COCC1.CC(O)=O.O>[Cl:1][C:2]1[CH:11]=[C:10]2[C:5]([CH:6]=[CH:7][C:8]([CH:12]3[CH2:14][CH:13]3[C:15]3[CH:16]=[C:17]([CH:18]=[CH:19][CH:20]=3)[CH:21]=[O:22])=[N:9]2)=[CH:4][CH:3]=1 |f:2.3.4|. The product is ClC1=CC=C2C=CC(=NC2=C1)C1C(C1)C=1C=C(C=O)C=CC1 (3-(2-(7-chloroquinolin-2-yl)cyclopropyl)benzaldehyde). Solvent: C1CCOC1.CC(=O)O.O (THF AcOH H2O). Procedure details: The dioxolane (step 3) (500 mg, 1.42 mmoles) was heated at reflux in 9 mL of THF:AcOH:H2O 6:2:1 for 2 hours. Addition of 25% NH4OAc, extraction with EtOAc, drying, evaporation, and flash chromatography on silica with EtOAc:toluene 2.5:97.5 afforded the title compound. Starting materials: IC=1C=NC=CC1 (3-iodo-pyridine), C1CCOC1 (THF), [Li]C(C)(C)C (t-BuLi), BrC1=CC(=C(S1)C1=C(N=C2N1N=C(C=C2C(CC)CC)C)C)OC (3-(5-bromo-3-methoxy-thiophen-2-yl)-8-(1-ethyl-propyl)-2,6-dimethyl-imidazo[1,2-b]pyridazine). The reagents and catalysts are [Cl-].[Cl-].[Zn+2] (ZnCl2), C=1C=CC(=CC1)[P](C=2C=CC=CC2)(C=3C=CC=CC3)[Pd]([P](C=4C=CC=CC4)(C=5C=CC=CC5)C=6C=CC=CC6)([P](C=7C=CC=CC7)(C=8C=CC=CC8)C=9C=CC=CC9)[P](C=1C=CC=CC1)(C=1C=CC=CC1)C=1C=CC=CC1 (Pd(PPh3)4). The solvent is CCOC(=O)C (EtOAc). Conditions: time 30 minute. Product: C(C)C(CC)C=1C=2N(N=C(C1)C)C(=C(N2)C)C=2SC(=CC2OC)C=2C=NC=CC2 (8-(1-ethyl-propyl)-3-(3-methoxy-5-pyridin-3-yl-thiophen-2-yl)-2,6-dimethyl-imidazo[1,2-b]pyridazine). Yield: 60.9%. As a reaction SMILES: I[C:2]1[CH:3]=[N:4][CH:5]=[CH:6][CH:7]=1.C1COCC1.[Li]C(C)(C)C.Br[C:19]1[S:23][C:22]([C:24]2[N:28]3[N:29]=[C:30]([CH3:38])[CH:31]=[C:32]([CH:33]([CH2:36][CH3:37])[CH2:34][CH3:35])[C:27]3=[N:26][C:25]=2[CH3:39])=[C:21]([O:40][CH3:41])[CH:20]=1>CCOC(C)=O.[Cl-].[Cl-].[Zn+2].C1C=CC([P]([Pd]([P](C2C=CC=CC=2)(C2C=CC=CC=2)C2C=CC=CC=2)([P](C2C=CC=CC=2)(C2C=CC=CC=2)C2C=CC=CC=2)[P](C2C=CC=CC=2)(C2C=CC=CC=2)C2C=CC=CC=2)(C2C=CC=CC=2)C2C=CC=CC=2)=CC=1>[CH2:34]([CH:33]([C:32]1[C:27]2[N:28]([C:24]([C:22]3[S:23][C:19]([C:2]4[CH:3]=[N:4][CH:5]=[CH:6][CH:7]=4)=[CH:20][C:21]=3[O:40][CH3:41])=[C:25]([CH3:39])[N:26]=2)[N:29]=[C:30]([CH3:38])[CH:31]=1)[CH2:36][CH3:37])[CH3:35] |f:5.6.7,^1:54,56,75,94|. Procedure details: To a −78° C. solution of 3-iodo-pyridine (0.32 g, 1.56 mmol) and 0.5 M ZnCl2 in THF (3.20 mL, 1.59 mmol) is added t-BuLi (2.27 mL, 3.85 mmol). The solution is warmed to ambient temperature and stirred for 30 minutes. 3-(5-bromo-3-methoxy-thiophen-2-yl)-8-(1-ethyl-propyl)-2,6-dimethyl-imidazo[1,2-b]pyridazine (0.26 g, 0.64 mmol) and Pd(PPh3)4 (0.037 g, 0.032 mmol) are added and the solution heated at 50° C. for 1 hour, cooled to ambient temperature and stirred overnight. The solution is diluted w... The reactants are FC1=C(C(=O)O)C=CC=C1C(=O)OC (2-fluoro-3-(methoxycarbonyl)benzoic acid), N1CCCCC1 (piperidine). Solvent: ClCCl (dichloromethane). Reaction conditions: temperature 0 celsius, time 30 minute. Yields the product FC1=C(C(=O)OC)C=CC=C1C(=O)N1CCCCC1 (methyl 2-fluoro-3-(piperidine-1-carbonyl)benzoate). Isolated yield 99.9%. Reaction SMILES: [F:1][C:2]1[C:10]([C:11]([O:13][CH3:14])=[O:12])=[CH:9][CH:8]=[CH:7][C:3]=1[C:4]([OH:6])=O.[NH:15]1[CH2:20][CH2:19][CH2:18][CH2:17][CH2:16]1>ClCCl>[F:1][C:2]1[C:3]([C:4]([N:15]2[CH2:20][CH2:19][CH2:18][CH2:17][CH2:16]2)=[O:6])=[CH:7][CH:8]=[CH:9][C:10]=1[C:11]([O:13][CH3:14])=[O:12]. Procedure details: 162 g (1.47 mol, 1.05 eq) of N-methylmorphorine was added to the mixed solution of 278 g (1.4 mol, 1.0 eq) of 2-fluoro-3-(methoxycarbonyl)benzoic acid obtained from the Step 2 and 2.7 l of dichloromethane, and then stirred for 30 minutes at 0° C. 191 ml (1.47 mol, 1.05 eq) of isobutyl chloromate was slowly added, and then stirred for 1 hour at 0° C. 139 ml (1.4 mol, 1.0 eq) of piperidine was slowly added, and then stirred for 1 hour at a room temperature. After completing the reaction, the react... Reactants: Cc1ccc(C)c(Br)c1, [C-]#N, CNCCNC, CCOC(C)=O, Cc1ccccc1, [Cu]I, [NH4+], [Na+], [OH-], O. As a reaction SMILES: [Br:4][c:5]1[c:6]([CH3:12])[cH:7][cH:8][c:9]([CH3:11])[cH:10]1.[C-:1]#[N:2].[CH3:13][NH:14][CH2:15][CH2:16][NH:17][CH3:18].[CH3:24][CH2:25][O:26][C:27](=[O:28])[CH3:29].[CH3:30][c:31]1[cH:32][cH:33][cH:34][cH:35][cH:36]1.[Cu:21][I:22].[NH4+:19].[Na+:3].[OH-:20].[OH2:23]>>[c:5]1([C:13]#[N:14])[c:6]([CH3:12])[cH:7][cH:8][c:9]([CH3:11])[cH:10]1. Product: Cc1ccc(C)c(C#N)c1. Reactants: CC=1C=C(C=C(C1)C)O (3,5-dimethyl-phenol), ClC1=CC=CC=C1 (chlorobenzene). Yields the product CC1=CC(=CC(=C1)OC1=CC=CC=C1)C (1,3-dimethyl-5-phenoxybenzene). The yield is 60.0%. RXN SMILES: [CH3:1][C:2]1[CH:3]=[C:4]([OH:9])[CH:5]=[C:6]([CH3:8])[CH:7]=1.Cl[C:11]1[CH:16]=[CH:15][CH:14]=[CH:13][CH:12]=1>>[CH3:8][C:6]1[CH:5]=[C:4]([O:9][C:11]2[CH:16]=[CH:15][CH:14]=[CH:13][CH:12]=2)[CH:3]=[C:2]([CH3:1])[CH:7]=1. Reported procedure: Following General Procedure C (140° C., 30 hours), 3,5-dimethyl-phenol (183 mg, 1.5 mmol) is coupled with chlorobenzene (102 μL, 1.0 mmol) to give 60% 1,3-dimethyl-5-phenoxybenzene. Reactants: CC1=C(C(=O)NC=2SC(=C(N2)C)C2=CC(=CC=C2)C(F)(F)F)C=CN=C1 (3-Methyl-N-[4-methyl-5-(3-trifluoromethyl-phenyl)-thiazol-2-yl]-isonicotinamide), FC1=C(C(=O)[N-]C=2SC(=C(N2)C)C2=CC(=CC=C2)C(F)(F)F)C(=CC=C1)F.[Na+] (Sodium (2,6-difluorobenzoyl)(4-methyl-5-(3-(trifluoromethyl)phenyl)thiazol-2-yl)amide). Product: CC=1N=C(SC1C1=CC(=CC=C1)C(F)(F)F)[N-]C(C1=C(C=NC=C1)C)=O.[Na+] (Sodium (4-methyl-5-(3-(trifluoromethyl)phenyl)thiazol-2-yl)(3-methylisonicotinoyl)amide). RXN SMILES: [CH3:1][C:2]1[CH:26]=[N:25][CH:24]=[CH:23][C:3]=1[C:4]([NH:6][C:7]1[S:8][C:9]([C:13]2[CH:18]=[CH:17][CH:16]=[C:15]([C:19]([F:22])([F:21])[F:20])[CH:14]=2)=[C:10]([CH3:12])[N:11]=1)=[O:5].FC1C=CC=C(F)C=1C([N-]C1SC(C2C=CC=C(C(F)(F)F)C=2)=C(C)N=1)=O.[Na+:54]>>[CH3:12][C:10]1[N:11]=[C:7]([N-:6][C:4](=[O:5])[C:3]2[CH:23]=[CH:24][N:25]=[CH:26][C:2]=2[CH3:1])[S:8][C:9]=1[C:13]1[CH:18]=[CH:17][CH:16]=[C:15]([C:19]([F:20])([F:22])[F:21])[CH:14]=1.[Na+:54] |f:1.2,3.4|. Procedure: Compound 49 was prepared from Compound 11 as described for the preparation of Compound 48. Product: OC1CCN(CC1)[C@H](CN1CCC(CC1)NC(=O)C=1NC2=CC=CC(=C2C1)C1=CC=C(C=C1)OC)C (4-(4-Methoxy-phenyl)-1H-indole-2-carboxylic acid {1-[(S)-2-(4-hydroxy-piperidin-1-yl)-propyl]-piperidin-4-yl}-amide). RXN SMILES: [CH3:1][O:2][C:3]1[CH:8]=[CH:7][C:6]([C:9]2[CH:17]=[CH:16][CH:15]=[C:14]3[C:10]=2[CH:11]=[C:12]([C:18](O)=[O:19])[NH:13]3)=[CH:5][CH:4]=1.Cl.Cl.Cl.[NH2:24][CH:25]1[CH2:30][CH2:29][N:28]([CH2:31][C@@H:32]([N:34]2[CH2:39][CH2:38][CH:37]([OH:40])[CH2:36][CH2:35]2)[CH3:33])[CH2:27][CH2:26]1>>[OH:40][CH:37]1[CH2:36][CH2:35][N:34]([C@@H:32]([CH3:33])[CH2:31][N:28]2[CH2:27][CH2:26][CH:25]([NH:24][C:18]([C:12]3[NH:13][C:14]4[C:10]([CH:11]=3)=[C:9]([C:6]3[CH:5]=[CH:4][C:3]([O:2][CH3:1])=[CH:8][CH:7]=3)[CH:17]=[CH:16][CH:15]=4)=[O:19])[CH2:30][CH2:29]2)[CH2:39][CH2:38]1 |f:1.2.3.4|. Procedure details: This compound is synthesized analogously to example 1 from 4-(4-methoxy-phenyl)-1H-indole-2-carboxylic acid, 128 (see example 141) and amine 50. Reactants: COC1=CC=C(C=C1)C1=C2C=C(NC2=CC=C1)C(=O)O (4-(4-methoxy-phenyl)-1H-indole-2-carboxylic acid), Cl.Cl.Cl.NC1CCN(CC1)C[C@H](C)N1CCC(CC1)O (1-[(S)-2-(4-Amino-piperidin-1-yl)-1-methyl-ethyl]-piperidin-4-ol tri-hydrochloride). The reactants are CC1=C(C(=CC=C1)C)O (2,6-dimethylphenol), C(CCC(=O)Cl)(=O)Cl (succinic dichloride), ice, [Cl-].[Al+3].[Cl-].[Cl-] (aluminum chloride), [Cl-].[Al+3].[Cl-].[Cl-] (aluminum chloride). Run in C(Cl)Cl (methylene chloride), sodium chloride ice. Conditions: time 15 hour. Product: CC=1C=C(C=C(C1O)C)C(CCC(=O)C1=CC(=C(C(=C1)C)O)C)=O (1,4-bis(3',5'-dimethyl-4'-hydroxyphenyl)butane-1,4-dione). Yield: 15.3%. Reaction SMILES: [CH3:1][C:2]1[CH:7]=[CH:6][CH:5]=[C:4]([CH3:8])[C:3]=1[OH:9].[C:10](Cl)(=[O:16])[CH2:11][CH2:12][C:13](Cl)=[O:14].[Cl-].[Al+3].[Cl-].[Cl-]>C(Cl)Cl>[CH3:1][C:2]1[CH:7]=[C:6]([C:10](=[O:16])[CH2:11][CH2:12][C:13]([C:6]2[CH:5]=[C:4]([CH3:8])[C:3]([OH:9])=[C:2]([CH3:1])[CH:7]=2)=[O:14])[CH:5]=[C:4]([CH3:8])[C:3]=1[OH:9] |f:2.3.4.5|. Procedure details: To 300 ml of methylene chloride was dissolved 10 g/82 mmol of 2,6-dimethylphenol and 6.2 g/40 mmol of succinic dichloride, and the solution was cooled to 0° C. in sodium chloride-ice bath. 49 g/368 mmol of anhydrous aluminum chloride was added dropwise to the mixture with thorough stirring while maintaining the temperature to not more than 5° C. After completing the addition, the mixture was stirred at 5° C. for one hour, and at room temperature for 15 hours. The reaction mixture was then added ... Reactants: C1(CCCC1)C(CO)(CC(C)(C1=CC=CC=C1)C)O (2-cyclopentyl-4-methyl-4-phenyl-1,2-pentanediol), CS(=O)C (DMSO), aldehyde. The solvent is C(C)N(CC)CC (triethylamine). Product: C1(CCCC1)C(C=O)(CC(C)(C1=CC=CC=C1)C)O (2-Cyclopentyl-2-hydroxy-4-methyl-4-phenylpentanal). RXN SMILES: [CH:1]1([C:6]([OH:19])([CH2:9][C:10]([CH3:18])([C:12]2[CH:17]=[CH:16][CH:15]=[CH:14][CH:13]=2)[CH3:11])[CH2:7][OH:8])[CH2:5][CH2:4][CH2:3][CH2:2]1.CS(C)=O>C(N(CC)CC)C>[CH:1]1([C:6]([OH:19])([CH2:9][C:10]([CH3:11])([C:12]2[CH:13]=[CH:14][CH:15]=[CH:16][CH:17]=2)[CH3:18])[CH:7]=[O:8])[CH2:2][CH2:3][CH2:4][CH2:5]1. Reported procedure: 185 mg of 2-cyclopentyl-4-methyl-4-phenyl-1,2-pentanediol is converted with 438 mg of pyridine-sulfur trioxide complex, 2.5 ml of DMSO and 0.5 ml of triethylamine into 160 mg of aldehyde.